Dataset: the Open Reaction Database (ORD), a public repository of structured organic reaction records. Task: describe an organic reaction: reactants, conditions, products, and yield The reactants are FC(F)(F)c1nnc2ccc(Cl)nn12, FC(F)(F)c1ccc(C(c2ccccc2)N2CCNCC2)cc1. Yields the product FC(F)(F)c1ccc(C(c2ccccc2)N2CCN(c3ccc4nnc(C(F)(F)F)n4n3)CC2)cc1. RXN SMILES: [Cl:24][c:25]1[cH:26][cH:27][c:28]2[n:29]([n:30]1)[c:31]([C:34]([F:35])([F:36])[F:37])[n:32][n:33]2.[c:1]1([CH:7]([N:8]2[CH2:9][CH2:10][NH:11][CH2:12][CH2:13]2)[c:14]2[cH:15][cH:16][c:17]([C:20]([F:21])([F:22])[F:23])[cH:18][cH:19]2)[cH:2][cH:3][cH:4][cH:5][cH:6]1>>[c:1]1([CH:7]([N:8]2[CH2:9][CH2:10][N:11]([c:25]3[cH:26][cH:27][c:28]4[n:29]([n:30]3)[c:31]([C:34]([F:35])([F:36])[F:37])[n:32][n:33]4)[CH2:12][CH2:13]2)[c:14]2[cH:15][cH:16][c:17]([C:20]([F:21])([F:22])[F:23])[cH:18][cH:19]2)[cH:2][cH:3][cH:4][cH:5][cH:6]1.